Dataset: the Open Reaction Database (ORD), a public repository of structured organic reaction records. Task: describe an organic reaction: reactants, conditions, products, and yield Starting materials: OC=1C(NN=C(C1)CCC1=CC=CC=C1)=O (4-hydroxy-6-(2-phenylethyl)pyridazin-3(2H)-one), C(C1=CC=CC=C1)OC=1N=NC(=CC1OCC1=CC=CC=C1)C#CC1=CC(=CC=C1)OC(F)(F)F (3,4-bis(benzyloxy)-6-((3(trifluoromethoxy)phenyl)ethynyl)pyridazine), C(C1=CC=CC=C1)OC=1N=NC(=CC1OCC1=CC=CC=C1)C#CC1=CC(=CC=C1)OC(F)(F)F (3,4-bis(benzyloxy)-6-((3(trifluoromethoxy)phenyl)ethynyl)pyridazine). Run in C(C)O (ethanol). The product is OC=1C(NN=C(C1)CCC1=CC(=CC=C1)OC(F)(F)F)=O (4-Hydroxy-6-{2-[3-(trifluoromethoxy)phenyl]ethyl}pyridazin-3(2H)-one). As a reaction SMILES: OC1C(=O)NN=C(CCC2C=CC=CC=2)C=1.C([O:24][C:25]1[N:26]=[N:27][C:28]([C:39]#[C:40][C:41]2[CH:46]=[CH:45][CH:44]=[C:43]([O:47][C:48]([F:51])([F:50])[F:49])[CH:42]=2)=[CH:29][C:30]=1[O:31]CC1C=CC=CC=1)C1C=CC=CC=1>C(O)C>[OH:31][C:30]1[C:25](=[O:24])[NH:26][N:27]=[C:28]([CH2:39][CH2:40][C:41]2[CH:46]=[CH:45][CH:44]=[C:43]([O:47][C:48]([F:50])([F:49])[F:51])[CH:42]=2)[CH:29]=1. Reported procedure: Prepared by the same method as for 4-hydroxy-6-(2-phenylethyl)pyridazin-3(2H)-one (Example 1) from 3,4-bis(benzyloxy)-6-((3(trifluoromethoxy)phenyl)ethynyl)pyridazine (Intermediate 39) except that the solvent used for the hydrogenation was ethanol and the final compound was recrystallised from a mixture of ethyl acetate and heptane. The reactants are CS(=O)(=O)O, CCOC(C)=O, O=C(O)CCc1ccc(NCc2ccc(Cn3nc(-c4ccc(C(F)(F)F)cc4)cc3CCc3ccccc3)cc2)cc1F. The product is CS(=O)(=O)O, O=C(O)CCc1ccc(NCc2ccc(Cn3nc(-c4ccc(C(F)(F)F)cc4)cc3CCc3ccccc3)cc2)cc1F. RXN SMILES: [CH3:45][S:46]([OH:47])(=[O:48])=[O:49].[CH3:50][CH2:51][O:52][C:53](=[O:54])[CH3:55].[F:1][c:2]1[c:3]([CH2:40][CH2:41][C:42](=[O:43])[OH:44])[cH:4][cH:5][c:6]([NH:8][CH2:9][c:10]2[cH:11][cH:12][c:13]([CH2:16][n:17]3[n:18][c:19](-[c:30]4[cH:31][cH:32][c:33]([C:36]([F:37])([F:38])[F:39])[cH:34][cH:35]4)[cH:20][c:21]3[CH2:22][CH2:23][c:24]3[cH:25][cH:26][cH:27][cH:28][cH:29]3)[cH:14][cH:15]2)[cH:7]1>>[CH3:45][S:46](=[O:47])(=[O:48])[OH:49].[F:1][c:2]1[c:3]([CH2:40][CH2:41][C:42](=[O:43])[OH:44])[cH:4][cH:5][c:6]([NH:8][CH2:9][c:10]2[cH:11][cH:12][c:13]([CH2:16][n:17]3[n:18][c:19](-[c:30]4[cH:31][cH:32][c:33]([C:36]([F:37])([F:38])[F:39])[cH:34][cH:35]4)[cH:20][c:21]3[CH2:22][CH2:23][c:24]3[cH:25][cH:26][cH:27][cH:28][cH:29]3)[cH:14][cH:15]2)[cH:7]1.